describe an organic reaction: reactants, conditions, products, and yield From a dataset of the Open Reaction Database (ORD), a public repository of structured organic reaction records. Reactants: CC(C)(C)C(=O)OC(C)(C)C1NCCc2ccccc21, O=C([O-])O, CCOC(C)=O, O=C(Cl)CCl, [Na+]. The product is CC(C)(C)C(=O)OC(C)(C)C1c2ccccc2CCN1C(=O)CCl. RXN SMILES: [C:1]([C:2]([CH3:3])([CH3:4])[CH3:5])(=[O:6])[O:7][C:8]([CH3:9])([CH:10]1[NH:11][CH2:12][CH2:13][c:14]2[cH:15][cH:16][cH:17][cH:18][c:19]21)[CH3:20].[C:26](=[O:27])([OH:28])[O-:29].[CH3:31][CH2:32][O:33][C:34]([CH3:35])=[O:36].[Cl:21][CH2:22][C:23](=[O:24])[Cl:25].[Na+:30]>>[C:1]([C:2]([CH3:3])([CH3:4])[CH3:5])(=[O:6])[O:7][C:8]([CH3:9])([CH:10]1[N:11]([C:23]([CH2:22][Cl:21])=[O:24])[CH2:12][CH2:13][c:14]2[cH:15][cH:16][cH:17][cH:18][c:19]21)[CH3:20]. Starting materials: ClC1=NC=NC2=CC(=C(C=C12)OCCOC)OCCOC (4-chloro-6,7-bis(2-methoxyethoxy)quinazoline), NC1=C([Se]C(=C1)C(C)(C)C)C(=O)N (3-amino-5-tert-butylselenophene-2-carboxamide), CN(C)C=O.[OH-].[Na+] (DMF NaOH). The product is COCCOC=1C=C2C(=NC=NC2=CC1OCCOC)NC1=C([Se]C(=C1)C(C)(C)C)C(=O)N (3-(6,7-Bis(2-methoxyethoxy)quinazolin-4-ylamino)-5-tert-butylselenophene-2-carboxamide). RXN SMILES: Cl[C:2]1[C:11]2[C:6](=[CH:7][C:8]([O:17][CH2:18][CH2:19][O:20][CH3:21])=[C:9]([O:12][CH2:13][CH2:14][O:15][CH3:16])[CH:10]=2)[N:5]=[CH:4][N:3]=1.[NH2:22][C:23]1[CH:27]=[C:26]([C:28]([CH3:31])([CH3:30])[CH3:29])[Se:25][C:24]=1[C:32]([NH2:34])=[O:33].CN(C=O)C.[OH-].[Na+]>>[CH3:16][O:15][CH2:14][CH2:13][O:12][C:9]1[CH:10]=[C:11]2[C:6](=[CH:7][C:8]=1[O:17][CH2:18][CH2:19][O:20][CH3:21])[N:5]=[CH:4][N:3]=[C:2]2[NH:22][C:23]1[CH:27]=[C:26]([C:28]([CH3:31])([CH3:29])[CH3:30])[Se:25][C:24]=1[C:32]([NH2:34])=[O:33] |f:2.3.4|. Procedure: The reaction of 4-chloro-6,7-bis(2-methoxyethoxy)quinazoline with 3-amino-5-tert-butylselenophene-2-carboxamide in the presence of DMF/NaOH as described in Example 1 gave title compound as a pale yellow color solid, mp 198-204° C. IR (KBr) vmax 3430, 3162, 2961, 1627, 1576, 1474, 1463, 1386, 1321, 1242, 1131, 1092, 937, 859 cm−1; 1H NMR (400 MHz, CDCl3): δ 12.63 (1H, s, exchangeable with D2O), 8.67 (1H, s), 8.64 (1H, s), 7.66 (2H, br s, exchangeable with D2O), 7.40 (1H, s), 7.28 (1H, s), 4.25-4.... The reactants are OC1=C(C(=O)O)C=C(C=C1)O (2,5-dihydroxybenzoic acid), 1,8-diazobicyclo[5.5.0]undec-7-ene, BrCCCCCCC (1-bromo-heptane), C(C)#N (acetonitrile). Product: OC1=C(C(=O)OCCCCCCC)C=C(C=C1)O (heptyl 2,5-dihydroxybenzoate). Procedure details: A mixture of 2,5-dihydroxybenzoic acid (28 g), 1,8-diazobicyclo[5.5.0]undec-7-ene (27.6 g), 1-bromo-heptane (39 g) and acetonitrile (380 ml) was heated, under reflux for 18 h. The cooled reaction mixture was added to water (1000 ml) and extracted with ethyl acetate (3×400 ml). The combined organic layers were washed with 1N-hydrochloric acid (300 ml) and water (2×400 ml), dried over magnesium sulphate and filtered. The solvent was removed in vacuum. The residue (40 g) was purified by column flas... The solvent is O (water). Reaction SMILES: [OH:1][C:2]1[CH:10]=[CH:9][C:8]([OH:11])=[CH:7][C:3]=1[C:4]([OH:6])=[O:5].Br[CH2:13][CH2:14][CH2:15][CH2:16][CH2:17][CH2:18][CH3:19].C(#N)C>O>[OH:1][C:2]1[CH:10]=[CH:9][C:8]([OH:11])=[CH:7][C:3]=1[C:4]([O:6][CH2:13][CH2:14][CH2:15][CH2:16][CH2:17][CH2:18][CH3:19])=[O:5]. Reactants: C1CCOC1 (THF), C(C)(C)(C)[Si](C)(C)OC1=C(C=CC(=C1)CC)F (t-butyl-(5-ethyl-2-fluorophenoxy)dimethylsilane), N,N,N′N′-tetramethylethylenediamine, C(C)(CC)[Li] (s-butyllithium), [Cl-].[NH4+] (ammonium chloride). Solvent: CN(C)C=O (DMF), C(C)OCC (diethyl ether). Run at temperature -75 celsius, time 2 hour. The product is [Si](C)(C)(C(C)(C)C)OC=1C(=C(C=O)C=C(C1)CC)F (3-(t-butyldimethylsilanyloxy)-5-ethyl-2-fluorobenzaldehyde). Reaction SMILES: C1C[O:4][CH2:3]C1.[C:6]([Si:10]([O:13][C:14]1[CH:19]=[C:18]([CH2:20][CH3:21])[CH:17]=[CH:16][C:15]=1[F:22])([CH3:12])[CH3:11])([CH3:9])([CH3:8])[CH3:7].C([Li])(CC)C.[Cl-].[NH4+]>C(OCC)C.CN(C=O)C>[Si:10]([O:13][C:14]1[C:15]([F:22])=[C:16]([CH:17]=[C:18]([CH2:20][CH3:21])[CH:19]=1)[CH:3]=[O:4])([C:6]([CH3:9])([CH3:8])[CH3:7])([CH3:12])[CH3:11] |f:3.4|. Procedure: A 250 ml THF solution containing 12.7 g of t-butyl-(5-ethyl-2-fluorophenoxy)dimethylsilane and 7.5 g of N,N,N′N′-tetramethylethylenediamine was cooled to −75° C. under a nitrogen atmosphere, and then 55.6 ml of s-butyllithium (0.99 M, cyclohexane solution) was added and the mixture was stirred for 2 hours. After then adding 7.74 ml of DMF, the mixture was stirred at −75° C. for 1 hour and the temperature was raised to room temperature. Next, 500 ml of diethyl ether and 500 ml of a 5% aqueous amm... Starting materials: CC(C=CC(=O)O)C (4-methyl-pent-2-enoic acid), C1(CCCC2=CC=CC=C12)N (1,2,3,4-tetrahydro-naphthalen-1-ylamine). The product is C1(CCCC2=CC=CC=C12)NC(C=CC(C)C)=O (4-Methyl-pent-2-enoic acid (1,2,3,4-tetrahydro-naphthalen-1-yl)-amide). As a reaction SMILES: [CH3:1][CH:2]([CH3:8])[CH:3]=[CH:4][C:5]([OH:7])=O.[CH:9]1([NH2:19])[C:18]2[C:13](=[CH:14][CH:15]=[CH:16][CH:17]=2)[CH2:12][CH2:11][CH2:10]1>>[CH:9]1([NH:19][C:5](=[O:7])[CH:4]=[CH:3][CH:2]([CH3:1])[CH3:8])[C:18]2[C:13](=[CH:14][CH:15]=[CH:16][CH:17]=2)[CH2:12][CH2:11][CH2:10]1. Procedure: Prepared in a similar manner as described in example 4 from 4-methyl-pent-2-enoic acid and 1,2,3,4-tetrahydro-naphthalen-1-ylamine. MS (M+H, 244.2). Starting materials: CCOC(=O)c1cc(-c2ccc(C)cn2)cc(-c2snnc2C(C)C)c1, C1CCOC1, [Li+], [OH-]. Product: Cc1ccc(-c2cc(C(=O)O)cc(-c3snnc3C(C)C)c2)nc1. Reaction SMILES: [CH2:1]([CH3:2])[O:3][C:4]([c:5]1[cH:6][c:7](-[c:18]2[c:19]([CH:23]([CH3:24])[CH3:25])[n:20][n:21][s:22]2)[cH:8][c:9](-[c:11]2[n:12][cH:13][c:14]([CH3:17])[cH:15][cH:16]2)[cH:10]1)=[O:26].[CH2:29]1[O:30][CH2:31][CH2:32][CH2:33]1.[Li+:28].[OH-:27]>>[O:3]=[C:4]([c:5]1[cH:6][c:7](-[c:18]2[c:19]([CH:23]([CH3:24])[CH3:25])[n:20][n:21][s:22]2)[cH:8][c:9](-[c:11]2[n:12][cH:13][c:14]([CH3:17])[cH:15][cH:16]2)[cH:10]1)[OH:26]. The reactants are Br, COc1ccc2cc(-c3cccnc3)ccc2n1, [Na+], [OH-]. The product is O=c1ccc2cc(-c3cccnc3)ccc2[nH]1. As a reaction SMILES: [BrH:21].[CH3:1][O:2][c:3]1[n:4][c:5]2[cH:6][cH:7][c:8](-[c:13]3[cH:14][n:15][cH:16][cH:17][cH:18]3)[cH:9][c:10]2[cH:11][cH:12]1.[Na+:20].[OH-:19]>>[O:2]=[c:3]1[nH:4][c:5]2[cH:6][cH:7][c:8](-[c:13]3[cH:14][n:15][cH:16][cH:17][cH:18]3)[cH:9][c:10]2[cH:11][cH:12]1. The reactants are COC(=O)c1ccc2c(c1)NCC2, COc1ccc(Cl)cc1S(=O)(=O)Cl, ClCCl, c1ccncc1. Yields the product COC(=O)c1ccc2c(c1)N(S(=O)(=O)c1cc(Cl)ccc1OC)CC2. Reaction SMILES: [CH3:1][O:2][C:3](=[O:4])[c:5]1[cH:6][cH:7][c:8]2[c:12]([cH:13]1)[NH:11][CH2:10][CH2:9]2.[Cl:14][c:15]1[cH:16][cH:17][c:18]([O:25][CH3:26])[c:19]([S:21](=[O:22])(=[O:23])[Cl:24])[cH:20]1.[Cl:27][CH2:28][Cl:29].[cH:30]1[cH:31][cH:32][n:33][cH:34][cH:35]1>>[CH3:1][O:2][C:3](=[O:4])[c:5]1[cH:6][cH:7][c:8]2[c:12]([cH:13]1)[N:11]([S:21]([c:19]1[c:18]([O:25][CH3:26])[cH:17][cH:16][c:15]([Cl:14])[cH:20]1)(=[O:22])=[O:23])[CH2:10][CH2:9]2. Reactants: C[O-], CO, COc1cc(C(=O)c2cc(-c3csc(C)n3)ccc2F)cc(OC)c1OC, [Na+]. Product: COc1ccc(-c2csc(C)n2)cc1C(=O)c1cc(OC)c(OC)c(OC)c1. As a reaction SMILES: [CH3:28][O-:29].[CH3:31][OH:32].[F:1][c:2]1[c:3]([C:14](=[O:15])[c:16]2[cH:17][c:18]([O:26][CH3:27])[c:19]([O:24][CH3:25])[c:20]([O:22][CH3:23])[cH:21]2)[cH:4][c:5](-[c:8]2[n:9][c:10]([CH3:13])[s:11][cH:12]2)[cH:6][cH:7]1.[Na+:30]>>[c:2]1([O:29][CH3:28])[c:3]([C:14](=[O:15])[c:16]2[cH:17][c:18]([O:26][CH3:27])[c:19]([O:24][CH3:25])[c:20]([O:22][CH3:23])[cH:21]2)[cH:4][c:5](-[c:8]2[n:9][c:10]([CH3:13])[s:11][cH:12]2)[cH:6][cH:7]1. Reactants: BrC1=CC=C(C(=O)O)C=C1 (4-bromobenzoic acid), C(CCS)S (propane-1,3-dithiol), FC(S(=O)(=O)O)(F)F (trifluoromethanesulfonic acid), mixture 1/1. The solvent is C(C)(C)CC(C)(C)C.C1(=CC=CC=C1)C (isooctane toluene). The product is FC(S(=O)(=O)[O-])(F)F.BrC1=CC=C(C=C1)C1=[S+]CCCS1 (2-(4-bromophenyl)-5,6-dihydro-4H-1,3-dithiin-1-ium trifluoromethanesulfonate). Yield: 73.2%. As a reaction SMILES: [Br:1][C:2]1[CH:10]=[CH:9][C:5]([C:6](O)=O)=[CH:4][CH:3]=1.[CH2:11]([SH:15])[CH2:12][CH2:13][SH:14].[F:16][C:17]([F:23])([F:22])[S:18]([OH:21])(=[O:20])=[O:19]>C(CC(C)(C)C)(C)C.C1(C)C=CC=CC=1>[F:16][C:17]([F:23])([F:22])[S:18]([O-:21])(=[O:20])=[O:19].[Br:1][C:2]1[CH:10]=[CH:9][C:5]([C:6]2[S:15][CH2:11][CH2:12][CH2:13][S+:14]=2)=[CH:4][CH:3]=1 |f:3.4,5.6|. Reported procedure: 48.64 g (242 mmol) of 4-bromobenzoic acid, 31.8 ml (314 mmol) of propane-1,3-dithiol and 27.9 ml (314 mmol) of trifluoromethanesulfonic acid are refluxed in 1.61 of a mixture 1/1 isooctane/toluene for 18 hours. The mixture is cooled down and the product is precipitated by addition of 1.51 of TBME to yield 75 g of 2-(4-bromophenyl)-5,6-dihydro-4H-1,3-dithiin-1-ium trifluoromethanesulfonate as yellow crystals.